From a dataset of the Open Reaction Database (ORD), a public repository of structured organic reaction records. describe an organic reaction: reactants, conditions, products, and yield Reactants: NC=1C=C2C(=CNC2=CC1)C=1CCN(CC1)C (5-amino-3-(1-methyl-1,2,3,6-tetrahydropyridin-4-yl)-1H-indole), 60. The reagents and catalysts are [Pd] (palladium on carbon). The solvent is CCCCCC (hexane), CO (methanol). Conditions: time 18 hour. The product is NC=1C=C2C(=CNC2=CC1)C1CCN(CC1)C (5-amino-3-(1-methylpiperidin-4-yl)-1H-indole). As a reaction SMILES: [NH2:1][C:2]1[CH:3]=[C:4]2[C:8](=[CH:9][CH:10]=1)[NH:7][CH:6]=[C:5]2[C:11]1[CH2:12][CH2:13][N:14]([CH3:17])[CH2:15][CH:16]=1>CO.[Pd].CCCCCC>[NH2:1][C:2]1[CH:3]=[C:4]2[C:8](=[CH:9][CH:10]=1)[NH:7][CH:6]=[C:5]2[CH:11]1[CH2:12][CH2:13][N:14]([CH3:17])[CH2:15][CH2:16]1. Procedure details: To a solution of 11.3 gm (50 mMol) 5-amino-3-(1-methyl-1,2,3,6-tetrahydropyridin-4-yl)-1H-indole in 250 mL methanol were added 3.0 gm 5% palladium on carbon. The mixture was hydrogenated at room temperature under an initial hydrogen pressure of 60 p.s.i. for 18 hours. The reaction mixture was filtered and the filtrate concentrated under reduced pressure to give a dark gum which was slurried in hexane to give the title compound as a brown solid. Reactants: C=CCOC(=O)C1(Cc2ccc([N+](=O)[O-])c(F)c2)CSCC(NC(=O)OC(C)(C)C)C1=O, C1COCCN1, C1CCOC1, [Na+], O=C([O-])O. The product is CC(C)(C)OC(=O)NC1CSCC(Cc2ccc([N+](=O)[O-])c(F)c2)C1=O. As a reaction SMILES: [CH2:1]([O:2][C:3](=[O:4])[C:7]1([CH2:22][c:23]2[cH:24][c:25]([F:32])[c:26]([N+:29](=[O:30])[O-:31])[cH:27][cH:28]2)[CH2:8][S:9][CH2:10][CH:11]([NH:14][C:15](=[O:16])[O:17][C:18]([CH3:19])([CH3:20])[CH3:21])[C:12]1=[O:13])[CH:5]=[CH2:6].[CH2:33]1[NH:34][CH2:35][CH2:36][O:37][CH2:38]1.[CH2:44]1[O:45][CH2:46][CH2:47][CH2:48]1.[Na+:43].[O-:39][C:40]([OH:41])=[O:42]>>[CH:7]1([CH2:22][c:23]2[cH:24][c:25]([F:32])[c:26]([N+:29](=[O:30])[O-:31])[cH:27][cH:28]2)[CH2:8][S:9][CH2:10][CH:11]([NH:14][C:15](=[O:16])[O:17][C:18]([CH3:19])([CH3:20])[CH3:21])[C:12]1=[O:13]. Reactants: Cl.CC=1C=C(C=NC1OCC(F)(F)F)C(C)N (1-(5-methyl-6-(2,2,2-trifluoroethoxy)pyridin-3-yl)ethanamine hydrochloride), COC(=O)C=1C=C(C(=O)O)C=C(N1)C (2-(methoxycarbonyl)-6-methylisonicotinic acid). Product: CC1=CC(=CC(=N1)C(=O)OC)C(NC(C)C=1C=NC(=C(C1)C)OCC(F)(F)F)=O (methyl 6-methyl-4-((1-(5-methyl-6-(2,2,2-trifluoroethoxy)pyridin-3-yl)ethyl)carbamoyl)picolinate). The yield is 72.0%. As a reaction SMILES: Cl.[CH3:2][C:3]1[CH:4]=[C:5]([CH:15]([NH2:17])[CH3:16])[CH:6]=[N:7][C:8]=1[O:9][CH2:10][C:11]([F:14])([F:13])[F:12].[CH3:18][O:19][C:20]([C:22]1[CH:23]=[C:24]([CH:28]=[C:29]([CH3:31])[N:30]=1)[C:25](O)=[O:26])=[O:21]>>[CH3:31][C:29]1[N:30]=[C:22]([C:20]([O:19][CH3:18])=[O:21])[CH:23]=[C:24]([C:25](=[O:26])[NH:17][CH:15]([C:5]2[CH:6]=[N:7][C:8]([O:9][CH2:10][C:11]([F:14])([F:12])[F:13])=[C:3]([CH3:2])[CH:4]=2)[CH3:16])[CH:28]=1 |f:0.1|. Procedure: The title compound is prepared in 72% yield (110 mg, clear colorless oil) from 1-(5-methyl-6-(2,2,2-trifluoroethoxy)pyridin-3-yl)ethanamine hydrochloride (97 mg, 0.36 mmol, Amine-17, single enantiomer) and 2-(methoxycarbonyl)-6-methylisonicotinic acid (70 mg, 0.36 mmol) by the similar manner in Step-1 of Example 8. Reactants: C(CCCCCCCCCCC)S (1-dodecanethiol), [Cl-].[Al+3].[Cl-].[Cl-] (aluminum chloride), COC(CC1=CSC2=C1C=CC(=C2C)OC)=O (methyl(6-methoxy-7-methyl-1-benzothiophen-3-yl)acetate). The solvent is C1(=CC=CC=C1)C (toluene). Conditions: time 30 minute. Yields the product COC(CC1=CSC2=C1C=CC(=C2C)O)=O (Methyl(6-hydroxy-7-methyl-1-benzothiophen-3-yl)acetate). The yield is 54.0%. RXN SMILES: [Cl-].[Al+3].[Cl-].[Cl-].C(S)CCCCCCCCCCC.[CH3:18][O:19][C:20](=[O:34])[CH2:21][C:22]1[C:26]2[CH:27]=[CH:28][C:29]([O:32]C)=[C:30]([CH3:31])[C:25]=2[S:24][CH:23]=1>C1(C)C=CC=CC=1>[CH3:18][O:19][C:20](=[O:34])[CH2:21][C:22]1[C:26]2[CH:27]=[CH:28][C:29]([OH:32])=[C:30]([CH3:31])[C:25]=2[S:24][CH:23]=1 |f:0.1.2.3|. Reported procedure: To a mixture of aluminum chloride (3.30 g) and toluene (30 mL) was added 1-dodecanethiol (17.80 mL) at room temperature, and the mixture was stirred at room temperature for 30 min. To the mixture was added methyl(6-methoxy-7-methyl-1-benzothiophen-3-yl)acetate (3.1 g) at room temperature. The mixture was stirred at room temperature for 13 h. The mixture was quenched with ice water at 0° C. and extracted with EtOAc. The organic layer was separated, washed successively with 1N HCl and brine, dried... Reaction SMILES: Cl[C:2]1[N:3]=[CH:4][C:5]([C:8]([NH:10][C:11]2[CH:12]=[CH:13][C:14]3[O:44][CH2:43][CH2:42][C@H:18]4[S:19](=[O:41])(=[O:40])[C:20]([CH3:39])([CH3:38])[C:21]([N:23](C(OC(C)(C)C)=O)C(=O)OC(C)(C)C)=[N:22][C@:17]4([CH3:45])[C:15]=3[CH:16]=2)=[O:9])=[N:6][CH:7]=1.CC(C)([O-])C.[K+].[CH2:52]([OH:55])[C:53]#[CH:54].C(O)(C(F)(F)F)=O>CN(C=O)C.C(Cl)Cl>[NH2:23][C:21]1[C:20]([CH3:38])([CH3:39])[S:19](=[O:41])(=[O:40])[C@@H:18]2[CH2:42][CH2:43][O:44][C:14]3[CH:13]=[CH:12][C:11]([NH:10][C:8]([C:5]4[CH:4]=[N:3][C:2]([O:55][CH2:52][C:53]#[CH:54])=[CH:7][N:6]=4)=[O:9])=[CH:16][C:15]=3[C@@:17]2([CH3:45])[N:22]=1 |f:1.2|. Reactants: crude residue, C(=O)(C(F)(F)F)O (TFA), ClC=1N=CC(=NC1)C(=O)NC=1C=CC2=C(C1)[C@@]1([C@H](S(C(C(=N1)N(C(OC(C)(C)C)=O)C(=O)OC(C)(C)C)(C)C)(=O)=O)CCO2)C (tert-butyl N-[(4aR,11bR)-10-[(5-chloropyrazine-2-carbonyl)amino]-3,3,11b-trimethyl-4,4-dioxo-5,6-dihydro-4aH-[1]benzoxepino[4,5-b][1,4]thiazin-2-yl]-N-tert-butoxycarbonyl-carbamate), CC(C)([O-])C.[K+] (potassium tert-butoxide), C(C#C)O (propargyl alcohol). Isolated yield 89.5%. Conditions: time 1 hour. Reported procedure: To a solution of tert-butyl N-[(4aR,11bR)-10-[(5-chloropyrazine-2-carbonyl)amino]-3,3,11b-trimethyl-4,4-dioxo-5,6-dihydro-4aH-[1]benzoxepino[4,5-b][1,4]thiazin-2-yl]-N-tert-butoxycarbonyl-carbamate (126 mg, 0.190 mmol) in DMF (2 mL) was added a mixture of potassium tert-butoxide (63.9 mg, 0.569 mmol) in propargyl alcohol (0.224 mL, 3.79 mmol). The reaction was stirred at ambient temperature for 1 h. The reaction mixture was partitioned between water and ethyl acetate, and the organic layer was c... Yields the product NC1=N[C@]2([C@H](S(C1(C)C)(=O)=O)CCOC1=C2C=C(C=C1)NC(=O)C1=NC=C(N=C1)OCC#C)C (N-((4aR,11bR)-2-amino-3,3,11b-trimethyl-4,4-dioxido-4a,5,6,11b-tetrahydro-3H-benzo[6,7]oxepino[4,5-b][1,4]thiazin-10-yl)-5-(prop-2-yn-1-yloxy)pyrazine-2-carboxamide). Solvent: C(Cl)Cl (DCM), C(Cl)Cl (DCM), CN(C)C=O (DMF). The reactants are N1=CC=CC=2CCCC(C12)N(CCCC#N)CC1=NC2=C(N1COCC[Si](C)(C)C)C=CC=C2 (4-{(5,6,7,8-Tetrahydro-quinolin-8-yl)-[1-(2-trimethylsilanyl-ethoxymethyl)-1H-benzoimidazol-2-ylmethyl]-amino}-butyronitrile). Reagents/catalysts: [Ni] (Raney nickel). Solvent: CO (MeOH), N (NH3). Reaction conditions: time 16 hour. The product is N1=CC=CC=2CCCC(C12)N(CCCCN)CC1=NC2=C(N1COCC[Si](C)(C)C)C=CC=C2 (N1-(5,6,7,8-tetrahydro-quinolin-8-yl)-N1-[1-(2-trimethylsilanyl-ethoxymethyl)-1H-benzoimidazol-2-ylmethyl]-butane-1,4-diamine). Isolated yield 66.7%. RXN SMILES: [N:1]1[C:10]2[CH:9]([N:11]([CH2:17][C:18]3[N:22]([CH2:23][O:24][CH2:25][CH2:26][Si:27]([CH3:30])([CH3:29])[CH3:28])[C:21]4[CH:31]=[CH:32][CH:33]=[CH:34][C:20]=4[N:19]=3)[CH2:12][CH2:13][CH2:14][C:15]#[N:16])[CH2:8][CH2:7][CH2:6][C:5]=2[CH:4]=[CH:3][CH:2]=1>N.[Ni].CO>[N:1]1[C:10]2[CH:9]([N:11]([CH2:17][C:18]3[N:22]([CH2:23][O:24][CH2:25][CH2:26][Si:27]([CH3:29])([CH3:28])[CH3:30])[C:21]4[CH:31]=[CH:32][CH:33]=[CH:34][C:20]=4[N:19]=3)[CH2:12][CH2:13][CH2:14][CH2:15][NH2:16])[CH2:8][CH2:7][CH2:6][C:5]=2[CH:4]=[CH:3][CH:2]=1. Procedure details: 4-{(5,6,7,8-Tetrahydro-quinolin-8-yl)-[1-(2-trimethylsilanyl-ethoxymethyl)-1H-benzoimidazol-2-ylmethyl]-amino}-butyronitrile (840 mg, 1.75 mmol) was dissolved in NH3 saturated MeOH (15 mL), treated with Raney nickel (excess), and placed under 45 psi H2 on a Parr shaker for 16 hours. The mixture was diluted with MeOH and filtered through Celite. The cake was washed with MeOH and the combined filtrate was concentrated under reduced pressure. Purification by column chromatography on silica gel (CH2... The reactants are COc1nc(C)c(C(C)=O)cc1NC(=O)[O-], Cc1cccc(N2CCNCC2)c1C. The product is COc1nc(C)c(C(C)=O)cc1NC(=O)N1CCN(c2cccc(C)c2C)CC1. Reaction SMILES: [C:1]([CH3:2])(=[O:3])[c:4]1[cH:5][c:6]([NH:13][C:14]([O-:15])=[O:16])[c:7]([O:11][CH3:12])[n:8][c:9]1[CH3:10].[CH3:17][c:18]1[c:19]([N:25]2[CH2:26][CH2:27][NH:28][CH2:29][CH2:30]2)[cH:20][cH:21][cH:22][c:23]1[CH3:24]>>[C:1]([CH3:2])(=[O:3])[c:4]1[cH:5][c:6]([NH:13][C:14](=[O:16])[N:28]2[CH2:27][CH2:26][N:25]([c:19]3[c:18]([CH3:17])[c:23]([CH3:24])[cH:22][cH:21][cH:20]3)[CH2:30][CH2:29]2)[c:7]([O:11][CH3:12])[n:8][c:9]1[CH3:10]. Reactants: Cc1ccc(Br)c(C(=O)O)c1, CN(C)C=O, CO, O=C(Cl)C(=O)Cl, ClCCl. Product: COC(=O)c1cc(C)ccc1Br. As a reaction SMILES: [Br:1][c:2]1[c:3]([C:4](=[O:5])[OH:6])[cH:7][c:8]([CH3:11])[cH:9][cH:10]1.[CH3:18][N:19]([CH3:20])[CH:21]=[O:22].[CH3:23][OH:24].[Cl:12][C:13]([C:14]([Cl:15])=[O:16])=[O:17].[Cl:25][CH2:26][Cl:27]>>[Br:1][c:2]1[c:3]([C:4](=[O:5])[O:6][CH3:13])[cH:7][c:8]([CH3:11])[cH:9][cH:10]1.